This data is from the Open Reaction Database (ORD), a public repository of structured organic reaction records. The task is: describe an organic reaction: reactants, conditions, products, and yield Reactants: Br.ClC=1C=C(C=CC1Cl)C12CNCC2C2CCC1C2 (3a-(3,4-dichlorophenyl)octahydro-4,7-methano-1H-isoindole hydrobromide). The solvent is O (water). The product is Cl.ClC=1C=C(C=CC1Cl)C12CNCC2C2CCC1C2 (3a-(3,4-Dichlorophenyl)octahydro-4,7-methano-1H-isoindole hydrochloride). Reaction SMILES: Br.[Cl:2][C:3]1[CH:4]=[C:5]([C:10]23[CH:18]4[CH2:19][CH:15]([CH2:16][CH2:17]4)[CH:14]2[CH2:13][NH:12][CH2:11]3)[CH:6]=[CH:7][C:8]=1[Cl:9]>O>[ClH:2].[Cl:2][C:3]1[CH:4]=[C:5]([C:10]23[CH:18]4[CH2:19][CH:15]([CH2:16][CH2:17]4)[CH:14]2[CH2:13][NH:12][CH2:11]3)[CH:6]=[CH:7][C:8]=1[Cl:9] |f:0.1,3.4|. Reported procedure: An 0.8 g amount of the above hydrobromide was dissolved in 250 ml of hot water, then filtered. The filtrate was made basic with 10N sodium hydroxide and extracted with both dichloromethane and ether. The combined organic solutions were dried over anhydrous sodium sulfate and evaporated in vacuo to give0.35 g of a viscous liquid. This liquid was dissolved in ether and acidified with anhydrous hydrogen chloride to form a solid. The solid was collected and recrystallized from ethanol hexane to give... The reactants are C(C)OC(C)OCC#CC(O)C1=CC=C(C=C1)F (4-(1-ethoxyethoxy)-1-(4-fluorophenyl)-2-butyn-l-ol). Reagents/catalysts: [O-2].[O-2].[Mn+4] (manganese dioxide). Run in C(Cl)Cl (methylene chloride), C(Cl)Cl (methylene chloride). Reaction conditions: time 10 minute. Product: C(C)OC(C)OCC#CC(=O)C1=CC=C(C=C1)F (4 -(1-ethoxyethoxy)- 1-(4-fluorophenyl)-2-butyn- 1-one). Reaction SMILES: [CH2:1]([O:3][CH:4]([O:6][CH2:7][C:8]#[C:9][CH:10]([C:12]1[CH:17]=[CH:16][C:15]([F:18])=[CH:14][CH:13]=1)[OH:11])[CH3:5])[CH3:2]>C(Cl)Cl.[O-2].[O-2].[Mn+4]>[CH2:1]([O:3][CH:4]([O:6][CH2:7][C:8]#[C:9][C:10]([C:12]1[CH:13]=[CH:14][C:15]([F:18])=[CH:16][CH:17]=1)=[O:11])[CH3:5])[CH3:2] |f:2.3.4|. Reported procedure: A solution of 9.3 g (37 mmol) of 4-(1-ethoxyethoxy)-1-(4-fluorophenyl)-2-butyn-l-ol in 50 ml of methylene chloride was added dropwise at 0° to a suspension of 95 g (1.1 mol) of manganese dioxide in 150 ml of methylene chloride. The reaction mixture was stirred at 0° for 10 minutes, filtered over magnesium sulphate and concentrated. Chromatography of the residue on 300 g of silica gel (elution agent ether/hexane 1:1) yielded 4 -(1-ethoxyethoxy)- 1-(4-fluorophenyl)-2-butyn- 1-one as an oil. The reactants are CC(=O)OCC1OC(Oc2n[nH]c(C(C)C)c2Cc2ccc(O)cc2)C(OC(C)=O)C(OC(C)=O)C1OC(C)=O, O=C([O-])[O-], CN(C)C=O, [Cs+], [Cs+], O=[N+]([O-])c1cccc(S(=O)(=O)OCC2CO2)c1, O. Yields the product CC(=O)OCC1OC(Oc2n[nH]c(C(C)C)c2Cc2ccc(OCC3CO3)cc2)C(OC(C)=O)C(OC(C)=O)C1OC(C)=O. RXN SMILES: [C:1]([CH3:2])(=[O:3])[O:4][CH:5]1[CH:6]([O:24][c:25]2[n:26][nH:27][c:28]([CH:38]([CH3:39])[CH3:40])[c:29]2[CH2:30][c:31]2[cH:32][cH:33][c:34]([OH:37])[cH:35][cH:36]2)[O:7][CH:8]([CH2:19][O:20][C:21]([CH3:22])=[O:23])[CH:9]([O:15][C:16]([CH3:17])=[O:18])[CH:10]1[O:11][C:12]([CH3:13])=[O:14].[C:58](=[O:59])([O-:60])[O-:61].[CH3:65][N:66]([CH3:67])[CH:68]=[O:69].[Cs+:62].[Cs+:63].[N+:41]([c:42]1[cH:43][c:44]([S:45]([O:46][CH2:54][CH:55]2[CH2:56][O:57]2)(=[O:47])=[O:48])[cH:49][cH:50][cH:51]1)([O-:52])=[O:53].[OH2:64]>>[C:1]([CH3:2])(=[O:3])[O:4][CH:5]1[CH:6]([O:24][c:25]2[n:26][nH:27][c:28]([CH:38]([CH3:39])[CH3:40])[c:29]2[CH2:30][c:31]2[cH:32][cH:33][c:34]([O:37][CH2:54][CH:55]3[CH2:56][O:57]3)[cH:35][cH:36]2)[O:7][CH:8]([CH2:19][O:20][C:21]([CH3:22])=[O:23])[CH:9]([O:15][C:16]([CH3:17])=[O:18])[CH:10]1[O:11][C:12]([CH3:13])=[O:14]. Reactants: Clc1ncc(Br)c(Cl)n1, CCOC(C)=O, [H-], [Na+], CN(C)C=O, O, c1ccc2[nH]cnc2c1. The product is Clc1ncc(Br)c(-n2cnc3ccccc32)n1. As a reaction SMILES: [Br:12][c:13]1[c:14]([Cl:20])[n:15][c:16]([Cl:19])[n:17][cH:18]1.[CH3:21][CH2:22][O:23][C:24](=[O:25])[CH3:26].[H-:1].[Na+:2].[O:27]=[CH:28][N:29]([CH3:30])[CH3:31].[OH2:32].[n:3]1[cH:4][nH:5][c:6]2[c:7]1[cH:8][cH:9][cH:10][cH:11]2>>[n:3]1(-[c:14]2[c:13]([Br:12])[cH:18][n:17][c:16]([Cl:19])[n:15]2)[cH:4][n:5][c:6]2[c:7]1[cH:8][cH:9][cH:10][cH:11]2.